From a dataset of the Open Reaction Database (ORD), a public repository of structured organic reaction records. describe an organic reaction: reactants, conditions, products, and yield The reactants are COC(CC1=C(C=O)C=CC=C1)OC (2-(2,2-dimethoxyethyl)benzaldehyde), N\C(=C/C(=O)OC)\C (methyl 3-aminocrotonate), C(CC(=O)C)(=O)OC (methyl acetoacetate). Solvent: CO (methanol). Product: CC=1NC(=C(C(C1C(=O)OC)C1=C(C=CC=C1)CC(OC)OC)C(=O)OC)C (dimethyl 2,6-dimethyl-4-[2-(2,2-dimethoxyethyl)phenyl]-1,4-dihydropyridine-3,5-dicarboxylate). Isolated yield 41.7%. RXN SMILES: [CH3:1][O:2][CH:3]([O:13][CH3:14])[CH2:4][C:5]1[CH:12]=[CH:11][CH:10]=[CH:9][C:6]=1[CH:7]=O.[NH2:15]/[C:16](/[CH3:22])=[CH:17]\[C:18]([O:20][CH3:21])=[O:19].[C:23]([O:29][CH3:30])(=[O:28])[CH2:24][C:25]([CH3:27])=O>CO>[CH3:22][C:16]1[NH:15][C:25]([CH3:27])=[C:24]([C:23]([O:29][CH3:30])=[O:28])[CH:7]([C:6]2[CH:9]=[CH:10][CH:11]=[CH:12][C:5]=2[CH2:4][CH:3]([O:13][CH3:14])[O:2][CH3:1])[C:17]=1[C:18]([O:20][CH3:21])=[O:19]. Procedure: To a solution of 2.5 grams (0.013 mole) of 2-(2,2-dimethoxyethyl)benzaldehyde in 25 milliliters of dry methanol was added 1.48 grams (0.013 mole) of methyl 3-aminocrotonate and 1.49 grams (0.013 mole) of methyl acetoacetate and the resulting mixture was heated at reflux temperature for 3 days. At the end of this time, the solvent was removed on the rotary evaporator and the residue purified by flash chromatography on silica gel (250-400 mesh) using 2 percent methanol in chloroform as eluant to o... Reactants: CN1C=C(C(CC1)(C1=CC=CC=C1)C)C (1,3,4-trimethyl-4-phenyl-1,4,5,6-tetrahydropyridine), [OH-].[Na+] (sodium hydroxide), trans-1,3,4-trimethyl-4-phenylpiperidine, O1CCCC1 (tetrahydrofuran), [BH4-].[Na+] (sodium borohydride), C(C)(=O)O (acetic acid). Conditions: temperature 5 celsius, time 0.5 hour. The product is CN1C=C(C(CC1)(C1=CC(=CC=C1)OC)CCC)C (1,3-dimethyl-4-n-propyl-4-(3-methoxyphenyl)-1,4,5,6-tetrahydropyridine). As a reaction SMILES: [CH3:1][N:2]1[CH2:7][CH2:6][C:5]([CH3:14])([C:8]2[CH:13]=[CH:12][CH:11]=[CH:10][CH:9]=2)[C:4]([CH3:15])=[CH:3]1.[O:16]1CCC[CH2:17]1.[BH4-].[Na+].[OH-].[Na+].[C:25](O)(=O)[CH3:26]>>[CH3:1][N:2]1[CH2:7][CH2:6][C:5]([CH2:14][CH2:25][CH3:26])([C:8]2[CH:13]=[CH:12][CH:11]=[C:10]([O:16][CH3:17])[CH:9]=2)[C:4]([CH3:15])=[CH:3]1 |f:2.3,4.5|. Reported procedure: A solution of 50 g. of 1,3,4-trimethyl-4-phenyl-1,4,5,6-tetrahydropyridine in 2600 cc. of tetrahydrofuran containing 38 g. of sodium borohydride was stirred and cooled to 5° C. in an ice-water bath. To the reaction mixture was added 578 cc. of glacial acetic acid at a rate such as to maintain the temperature of the reaction mixture between 5° C. and 10° C. After the addition was complete, the reaction mixture was stirred at 10° C. for 1/2 hour and then heated at reflux for 1 hour. The reaction m...